From a dataset of the Open Reaction Database (ORD), a public repository of structured organic reaction records. describe an organic reaction: reactants, conditions, products, and yield Reported procedure: 2-Bromo-3-nitro-benzoic acid methyl ester (12.9 g, 49.5 mmol) (prepared from 2-amino-3-nitro-benzoic acid as described by Webber E. S., et al., see patent application number WO 01/16136 A2) and SnCl2 (42 g, 223 mmol) were refluxed in methanol (225 mL, 0.2 M) and H2O (5.3 g, 243 mmol) for 2 hours. After cooling at ambient temperature, diatomaceous earth (20 g) and dichloromethane (1 L) were added followed with 3N aqueous sodium hydroxide (150 mL) with vigorous stirring. The mixture was filtered a... Run in CO (methanol), ClCCl (dichloromethane). The product is COC(C1=C(C(=CC=C1)N)Br)=O (3-Amino-2-bromo-benzoic Acid Methyl Ester). Reaction SMILES: [CH3:1][O:2][C:3](=[O:14])[C:4]1[CH:9]=[CH:8][CH:7]=[C:6]([N+:10]([O-])=O)[C:5]=1[Br:13].Cl[Sn]Cl.O.[OH-].[Na+]>CO.ClCCl>[CH3:1][O:2][C:3](=[O:14])[C:4]1[CH:9]=[CH:8][CH:7]=[C:6]([NH2:10])[C:5]=1[Br:13] |f:3.4|. The reactants are O (H2O), [OH-].[Na+] (sodium hydroxide), COC(C1=C(C(=CC=C1)[N+](=O)[O-])Br)=O (2-Bromo-3-nitro-benzoic acid methyl ester), Cl[Sn]Cl (SnCl2). Isolated yield 100.1%. Reactants: CC(C)(C)OC(=O)NC1CCC(Cn2nccn2)C1, ClCCl, O=C(O)C(F)(F)F. The product is O=C(O)C(F)(F)F, NC1CCC(Cn2nccn2)C1. RXN SMILES: [C:1]([O:2][C:3]([CH3:4])([CH3:5])[CH3:6])(=[O:7])[NH:8][CH:9]1[CH2:10][CH:11]([CH2:14][n:15]2[n:16][cH:17][cH:18][n:19]2)[CH2:12][CH2:13]1.[Cl:27][CH2:28][Cl:29].[F:20][C:21]([C:22](=[O:23])[OH:24])([F:25])[F:26]>>[F:20][C:21]([C:22](=[O:23])[OH:24])([F:25])[F:26].[NH2:8][CH:9]1[CH2:10][CH:11]([CH2:14][n:15]2[n:16][cH:17][cH:18][n:19]2)[CH2:12][CH2:13]1. Reactants: [Al+3], Brc1ccccc1, CC(=O)N1CCC(C(=O)Cl)CC1, ClCCCl, [Cl-], [Cl-], [Cl-]. Yields the product CC(=O)N1CCC(C(=O)c2ccc(Br)cc2)CC1. As a reaction SMILES: [Al+3:14].[Br:17][c:18]1[cH:19][cH:20][cH:21][cH:22][cH:23]1.[C:1]([CH3:2])(=[O:3])[N:4]1[CH2:5][CH2:6][CH:7]([C:8](=[O:9])[Cl:10])[CH2:11][CH2:12]1.[CH2:24]([Cl:25])[CH2:26][Cl:27].[Cl-:13].[Cl-:15].[Cl-:16]>>[C:1]([CH3:2])(=[O:3])[N:4]1[CH2:5][CH2:6][CH:7]([C:8](=[O:9])[c:21]2[cH:20][cH:19][c:18]([Br:17])[cH:23][cH:22]2)[CH2:11][CH2:12]1. The reactants are [Al+3], O=C([O-])O, COc1ccc2c(n1)c(CCNC(=O)c1ccco1)c1n2CCCC1, [Cl-], [Cl-], [Cl-], ClCCl, [Na+]. Product: O=C(NCCc1c2n(c3ccc(O)nc13)CCCC2)c1ccco1. As a reaction SMILES: [Al+3:27].[C:30](=[O:31])([O-:32])[OH:33].[CH3:1][O:2][c:3]1[cH:4][cH:5][c:6]2[c:7]([c:8]([CH2:15][CH2:16][NH:17][C:18](=[O:19])[c:20]3[o:21][cH:22][cH:23][cH:24]3)[c:9]3[n:14]2[CH2:13][CH2:12][CH2:11][CH2:10]3)[n:25]1.[Cl-:26].[Cl-:28].[Cl-:29].[Cl:35][CH2:36][Cl:37].[Na+:34]>>[OH:2][c:3]1[cH:4][cH:5][c:6]2[c:7]([c:8]([CH2:15][CH2:16][NH:17][C:18](=[O:19])[c:20]3[o:21][cH:22][cH:23][cH:24]3)[c:9]3[n:14]2[CH2:13][CH2:12][CH2:11][CH2:10]3)[n:25]1. Solvent: C1(=CC=CC=C1)C (toluene). Reaction conditions: temperature 85 celsius, time 8 hour. The reagents and catalysts are C=1C=CC(=CC1)/C=C/C(=O)/C=C/C2=CC=CC=C2.C=1C=CC(=CC1)/C=C/C(=O)/C=C/C2=CC=CC=C2.C=1C=CC(=CC1)/C=C/C(=O)/C=C/C2=CC=CC=C2.[Pd].[Pd] (tris(dibenzylideneacetone)dipalladium(0)). Starting materials: ClC1=NC(=NC=C1)NC=1C=NN(C1)C(CO)(C)C (2-(4-((4-chloropyrimidin-2-yl)amino)-1H-pyrazol-1-yl)-2-methylpropan-1-ol), C1(CC1)C1(C(NCC1)=O)C#N (3-cyclopropyl-2-oxopyrrolidine-3-carbonitrile), C([O-])([O-])=O.[Cs+].[Cs+] (cesium carbonate), C1(=CC=CC=C1)P(C1=CC=CC=2C(C3=CC=CC(=C3OC12)P(C1=CC=CC=C1)C1=CC=CC=C1)(C)C)C1=CC=CC=C1 (4,5-bis(diphenylphosphino)-9,9-dimethylxanthene). Isolated yield 46.5%. Product: C1(CC1)C1(C(N(CC1)C1=NC(=NC=C1)NC=1C=NN(C1)C(CO)(C)C)=O)C#N (3-cyclopropyl-1-(2-((1-(1-hydroxy-2-methylpropan-2-yl)-1H-pyrazol-4-yl)amino)pyrimidin-4-yl)-2-oxopyrrolidine-3-carbonitrile). Reported procedure: To a mixture of 2-(4-((4-chloropyrimidin-2-yl)amino)-1H-pyrazol-1-yl)-2-methylpropan-1-ol (200 mg) obtained in Step E of Example 347, 3-cyclopropyl-2-oxopyrrolidine-3-carbonitrile (110 mg) obtained in Step C of Example 103, cesium carbonate (490 mg) and 4,5-bis(diphenylphosphino)-9,9-dimethylxanthene (26 mg) in toluene (2.0 mL) was added tris(dibenzylideneacetone)dipalladium(0) (14 mg), and the mixture was stirred overnight at 85° C. The insoluble substance was removed by filtration through Celi... Reaction SMILES: Cl[C:2]1[CH:7]=[CH:6][N:5]=[C:4]([NH:8][C:9]2[CH:10]=[N:11][N:12]([C:14]([CH3:18])([CH3:17])[CH2:15][OH:16])[CH:13]=2)[N:3]=1.[CH:19]1([C:22]2([C:28]#[N:29])[CH2:26][CH2:25][NH:24][C:23]2=[O:27])[CH2:21][CH2:20]1.C(=O)([O-])[O-].[Cs+].[Cs+].C1(P(C2C=CC=CC=2)C2C3OC4C(=CC=CC=4P(C4C=CC=CC=4)C4C=CC=CC=4)C(C)(C)C=3C=CC=2)C=CC=CC=1>C1(C)C=CC=CC=1.C1C=CC(/C=C/C(/C=C/C2C=CC=CC=2)=O)=CC=1.C1C=CC(/C=C/C(/C=C/C2C=CC=CC=2)=O)=CC=1.C1C=CC(/C=C/C(/C=C/C2C=CC=CC=2)=O)=CC=1.[Pd].[Pd]>[CH:19]1([C:22]2([C:28]#[N:29])[CH2:26][CH2:25][N:24]([C:2]3[CH:7]=[CH:6][N:5]=[C:4]([NH:8][C:9]4[CH:10]=[N:11][N:12]([C:14]([CH3:18])([CH3:17])[CH2:15][OH:16])[CH:13]=4)[N:3]=3)[C:23]2=[O:27])[CH2:21][CH2:20]1 |f:2.3.4,7.8.9.10.11|. RXN SMILES: [OH:1][C@H:2]([CH2:15][CH2:16][C:17]1[CH:18]=[N:19][CH:20]=[CH:21][CH:22]=1)[C@H:3]([CH3:14])[O:4][C:5]1[CH:10]=[CH:9][C:8](B(O)O)=[CH:7][CH:6]=1.Br[C:24]1[C:25]([O:32][CH3:33])=[CH:26][C:27]([Cl:31])=[C:28]([CH3:30])[CH:29]=1.C(=O)([O-])[O-].[Na+].[Na+]>C(O)C.C1C=CC([P]([Pd]([P](C2C=CC=CC=2)(C2C=CC=CC=2)C2C=CC=CC=2)([P](C2C=CC=CC=2)(C2C=CC=CC=2)C2C=CC=CC=2)[P](C2C=CC=CC=2)(C2C=CC=CC=2)C2C=CC=CC=2)(C2C=CC=CC=2)C2C=CC=CC=2)=CC=1>[Cl:31][C:27]1[C:28]([CH3:30])=[CH:29][C:24]([C:8]2[CH:9]=[CH:10][C:5]([O:4][C@@H:3]([CH3:14])[C@H:2]([OH:1])[CH2:15][CH2:16][C:17]3[CH:18]=[N:19][CH:20]=[CH:21][CH:22]=3)=[CH:6][CH:7]=2)=[C:25]([O:32][CH3:33])[CH:26]=1 |f:2.3.4,^1:46,48,67,86|. Yield: 63.4%. The reagents and catalysts are C=1C=CC(=CC1)[P](C=2C=CC=CC2)(C=3C=CC=CC3)[Pd]([P](C=4C=CC=CC4)(C=5C=CC=CC5)C=6C=CC=CC6)([P](C=7C=CC=CC7)(C=8C=CC=CC8)C=9C=CC=CC9)[P](C=1C=CC=CC1)(C=1C=CC=CC1)C=1C=CC=CC1 (tetrakis(triphenylphosphine)palladium). Solvent: C(C)O (ethanol). Conditions: temperature 90 celsius. Yields the product ClC1=CC(=C(C=C1C)C1=CC=C(C=C1)O[C@H]([C@@H](CCC=1C=NC=CC1)O)C)OC ((3R,4S)-4-(4′-Chloro-2′-methoxy-5′-methylbiphenyl-4-yloxy)-1-pyridin-3-yl-pentan-3-ol). Starting materials: O[C@@H]([C@@H](OC1=CC=C(C=C1)B(O)O)C)CCC=1C=NC=CC1 ((1S,2R)-4-(2-Hydroxy-1-methyl-4-pyridin-3-ylbutoxy)benzeneboronic acid), BrC=1C(=CC(=C(C1)C)Cl)OC (5-bromo-2-chloro-4-methoxytoluene), C([O-])([O-])=O.[Na+].[Na+] (sodium carbonate). Procedure details: Prepared according to the method described in Example 12b) from (1S,2R)-4-(2-hydroxy-1-methyl-4-pyridin-3-ylbutoxy)benzeneboronic acid (0.15 g, Example 33), 5-bromo-2-chloro-4-methoxytoluene (0.12 g), 2M aqueous sodium carbonate (0.57 ml) and tetrakis(triphenylphosphine)palladium (0) (0.014 g) in ethanol (5 ml) with heating at 90° C. for 4 hours. After work up, the residue was purified by normal-phase HPLC eluting with a gradient of 0-10% ethanol in dichloromethane to give the title compound as ...